From a dataset of the Open Reaction Database (ORD), a public repository of structured organic reaction records. describe an organic reaction: reactants, conditions, products, and yield The reactants are C=O (formaldehyde), C1(CCCCC1)C1NC=2C=CC(=CC2C2C1CCCO2)OCCC(C)C (5-cyclohexyl-9-(isopentyloxy)-3,4,4a,5,6,10b-hexahydro-2H-pyrano[3,2-c]quinoline), base, [BH-](OC(=O)C)(OC(=O)C)OC(=O)C.[Na+] (NaBH(OAc)3). Run in CO (methanol). Conditions: temperature 120 celsius. Product: C1(CCCCC1)C1N(C=2C=CC(=CC2C2C1CCCO2)OCCC(C)C)C (5-cyclohexyl-9-(isopentyloxy)-6-methyl-3,4,4a,5,6,10b-hexahydro-2H-pyrano[3,2-c]quinoline). Yield: 15.4%. Reaction SMILES: [CH:1]1([CH:7]2[CH:16]3[CH2:17][CH2:18][CH2:19][O:20][CH:15]3[C:14]3[CH:13]=[C:12]([O:21][CH2:22][CH2:23][CH:24]([CH3:26])[CH3:25])[CH:11]=[CH:10][C:9]=3[NH:8]2)[CH2:6][CH2:5][CH2:4][CH2:3][CH2:2]1.[BH-](OC(C)=O)(OC(C)=O)O[C:29](C)=O.[Na+].C=O>CO>[CH:1]1([CH:7]2[CH:16]3[CH2:17][CH2:18][CH2:19][O:20][CH:15]3[C:14]3[CH:13]=[C:12]([O:21][CH2:22][CH2:23][CH:24]([CH3:26])[CH3:25])[CH:11]=[CH:10][C:9]=3[N:8]2[CH3:29])[CH2:2][CH2:3][CH2:4][CH2:5][CH2:6]1 |f:1.2|. Reported procedure: To a microwave vial was added sequentially (4aSR*,5RS*,10bSR*)-5-cyclohexyl-9-(isopentyloxy)-3,4,4a,5,6,10b-hexahydro-2H-pyrano[3,2-c]quinoline (base of example 27) (200 mg, 0.56 mmol, 1 equiv.), methanol (2.5 mL) and NaBH(OAc)3 (237 mg, 1.12 mmol, 2 equiv.). The microwave vial was capped with a septum and formaldehyde (43 μL, 1.4 mmol, 2.5 equiv.) was added via syringe. The reaction mixture was heated under microwave heating at 120° C. for 10 min. The solvent was evaporated under reduced pressu... The reactants are BrC1=C(C=CC=C1)CC(=O)OC (methyl 2-bromophenylacetate), C1=CC(=CC=C1O)C (p-cresol), C1COCCOCCOCCOCCOCCO1 (18-crown-6). The solvent is CN(C)C=O (DMF), CN(C)C=O (DMF), CN(C)C=O (DMF). Yields the product CC1=CC=C(OC2=C(C=CC=C2)CC(=O)OC)C=C1 (Methyl 2-(4-Methylphenoxy)Phenylacetate). Isolated yield 59.3%. As a reaction SMILES: [CH:1]1[C:6]([OH:7])=[CH:5][CH:4]=[C:3]([CH3:8])[CH:2]=1.C1OCCOCCOCCOCCOCCOC1.Br[C:28]1[CH:33]=[CH:32][CH:31]=[CH:30][C:29]=1[CH2:34][C:35]([O:37][CH3:38])=[O:36]>CN(C=O)C>[CH3:8][C:3]1[CH:4]=[CH:5][C:6]([O:7][C:28]2[CH:33]=[CH:32][CH:31]=[CH:30][C:29]=2[CH2:34][C:35]([O:37][CH3:38])=[O:36])=[CH:1][CH:2]=1. Procedure: To a suspension of KH (212 mg, 1.0 eq) in DMF (3 mL) was added a solution of p-cresol (200 mg; 1.85 mmol) in DMF (2 mL) followed by 18-crown-6 (50 mg, 0.2 eq). After stirring the reaction 45 minutes until the foaming subsides, a solution of methyl 2-bromophenylacetate (424 mg, 1.0 eq) in DMF (1 mL) was added, resulting in a purple solution that slowly faded to yellow. The reaction mixture was stirred 2.5 hours and was then concentrated in vacuo. The residue was chromatographed on a flash silica ...